Dataset: the Open Reaction Database (ORD), a public repository of structured organic reaction records. Task: describe an organic reaction: reactants, conditions, products, and yield The reactants are 23, C1(=CC=C(C=C1)S(=O)(=O)O)C (p-toluenesulfonic acid), S(O)(O)(=O)=O (sulfuric acid), C1(=CC=CC=C1)C (toluene). The product is xylenes, O1CC=CC=2C1=CS(C2)=O (thieno[3,4-]pyranone). RXN SMILES: C1(C)C=CC(S(O)(=O)=[O:8])=CC=1.[S:12](=[O:16])(=O)(O)O.[C:17]1([CH3:23])[CH:22]=[CH:21][CH:20]=[CH:19][CH:18]=1>>[O:8]1[C:22]2=[CH:21][S:12](=[O:16])[CH:23]=[C:17]2[CH:18]=[CH:19][CH2:20]1. Procedure details: The thieno[3,4-b]pyrans are prepared according-to Scheme 3. In this reaction sequence, 3,4-dibromothiophene is converted by literature procedures [Tetrahedron, 1965, 21, 3331] to 3-bromo-4-t-butoxythiophene (22) which in turn is converted to 3-lithio-4-t-butoxythiophene according to the same literature procedure. Reaction of the 3-lithio compound with a 3,3-disubstituted acryloyl acid derivative such as the methyl or ethyl ester, acid chloride, anhydride or amide derivatives at about -70° to 50°... The reactants are C1CCOC1, N, [NH4+], [OH-], COC(=O)c1cccc2c1c1c(O)cccc1n2Cc1cccnc1. The product is NC(=O)c1cccc2c1c1c(O)cccc1n2Cc1cccnc1. As a reaction SMILES: [CH2:27]1[O:28][CH2:29][CH2:30][CH2:31]1.[NH3:26].[NH4+:32].[OH-:33].[n:1]1[cH:2][c:3]([CH2:7][n:8]2[c:9]3[cH:10][cH:11][cH:12][c:13]([C:22]([O:24][CH3:23])=[O:25])[c:14]3[c:15]3[c:16]([OH:21])[cH:17][cH:18][cH:19][c:20]23)[cH:4][cH:5][cH:6]1>>[n:1]1[cH:2][c:3]([CH2:7][n:8]2[c:9]3[cH:10][cH:11][cH:12][c:13]([C:22](=[O:24])[NH2:26])[c:14]3[c:15]3[c:16]([OH:21])[cH:17][cH:18][cH:19][c:20]23)[cH:4][cH:5][cH:6]1. The reactants are CCOC(=O)c1cc2cc(C(=O)c3ccc(OCC(C)C)cc3OCC(C)C)ccc2n1CC(C)C, CCO, ClC(Cl)Cl, Cl, [Na+], [OH-], O. RXN SMILES: [CH2:1]([CH:2]([CH3:3])[CH3:4])[O:5][c:6]1[c:7]([C:8](=[O:9])[c:10]2[cH:11][c:12]3[cH:13][c:14]([C:23](=[O:24])[O:25][CH2:26][CH3:27])[n:15]([CH2:19][CH:20]([CH3:21])[CH3:22])[c:16]3[cH:17][cH:18]2)[cH:28][cH:29][c:30]([O:32][CH2:33][CH:34]([CH3:35])[CH3:36])[cH:31]1.[CH3:41][CH2:42][OH:43].[CH:44]([Cl:45])([Cl:46])[Cl:47].[ClH:40].[Na+:38].[OH-:37].[OH2:39]>>[CH2:1]([CH:2]([CH3:3])[CH3:4])[O:5][c:6]1[c:7]([C:8](=[O:9])[c:10]2[cH:11][c:12]3[cH:13][c:14]([C:23](=[O:24])[OH:25])[n:15]([CH2:19][CH:20]([CH3:21])[CH3:22])[c:16]3[cH:17][cH:18]2)[cH:28][cH:29][c:30]([O:32][CH2:33][CH:34]([CH3:35])[CH3:36])[cH:31]1. Product: CC(C)COc1ccc(C(=O)c2ccc3c(c2)cc(C(=O)O)n3CC(C)C)c(OCC(C)C)c1.